From a dataset of the Open Reaction Database (ORD), a public repository of structured organic reaction records. describe an organic reaction: reactants, conditions, products, and yield The reactants are Brc1ccc(Br)nc1, Fc1ccc(CS)cc1, [H-], [Na+], CN(C)C=O, O. Yields the product Fc1ccc(CSc2ccc(Br)cn2)cc1. RXN SMILES: [Br:1][c:2]1[n:3][cH:4][c:5]([Br:8])[cH:6][cH:7]1.[F:9][c:10]1[cH:11][cH:12][c:13]([CH2:16][SH:17])[cH:14][cH:15]1.[H-:19].[Na+:18].[O:20]=[CH:21][N:22]([CH3:23])[CH3:24].[OH2:25]>>[c:2]1([S:17][CH2:16][c:13]2[cH:12][cH:11][c:10]([F:9])[cH:15][cH:14]2)[n:3][cH:4][c:5]([Br:8])[cH:6][cH:7]1. Starting materials: C(C)(C)(C)OC(C1=CC(=NC(=C1)CC)CC)=O (2,6-diethyl-isonicotinic acid tert-butyl ester), Cl (HCl). The product is Cl.C(C)C=1C=C(C(=O)O)C=C(N1)CC (2,6-diethyl-isonicotinic acid hydrochloride). Reaction SMILES: C([O:5][C:6](=[O:17])[C:7]1[CH:12]=[C:11]([CH2:13][CH3:14])[N:10]=[C:9]([CH2:15][CH3:16])[CH:8]=1)(C)(C)C.[ClH:18]>>[ClH:18].[CH2:13]([C:11]1[CH:12]=[C:7]([CH:8]=[C:9]([CH2:15][CH3:16])[N:10]=1)[C:6]([OH:17])=[O:5])[CH3:14] |f:2.3|. Reported procedure: A solution of 2,6-diethyl-isonicotinic acid tert-butyl ester (635 mg, 2.70 mmol) in 6 N aq. HCl (10 mL) is stirred at 95° C. for 15 h before the solvent is evaporated. The residue is dried under HV to give 2,6-diethyl-isonicotinic acid hydrochloride (523 mg) as a colourless solid, LC-MS: tR=0.42 min; [M+1]+=180.31; 1H NMR (D6-DMSO): δ 7.95 (s, 2H), 3.05 (q, J=7.5 Hz, 4H), 1.31 (t, J=7.5 Hz, 6H).